This data is from the Open Reaction Database (ORD), a public repository of structured organic reaction records. The task is: describe an organic reaction: reactants, conditions, products, and yield The reactants are solution, C(CCC)[Li] (butyllithium), CCCCCC (hexane), C1C=CC2=CC=CC=C12 (indene), ClP(C(C)C)C(C)C (chlorodiisopropylphosphine), solution, C(CCC)[Li] (butyllithium), CCCCCC (hexane), Cl[Sn](CCCC)(CCCC)CCCC (chlorotributyltin). Run in CCOCC (ether). Conditions: temperature -20 celsius, time 1.5 hour. The product is C(CCC)[Sn](CCCC)(CCCC)C=1C(C2=CC=CC=C2C1)P(C(C)C)C(C)C (Tributylstannyldiisopropylphosphinoindene). Isolated yield 102.7%. As a reaction SMILES: [CH2:1]1[C:9]2[C:4](=[CH:5][CH:6]=[CH:7][CH:8]=2)[CH:3]=[CH:2]1.C([Li])CCC.CCCCCC.Cl[P:22]([CH:26]([CH3:28])[CH3:27])[CH:23]([CH3:25])[CH3:24].Cl[Sn:30]([CH2:39][CH2:40][CH2:41][CH3:42])([CH2:35][CH2:36][CH2:37][CH3:38])[CH2:31][CH2:32][CH2:33][CH3:34]>CCOCC>[CH2:39]([Sn:30]([C:2]1[CH:3]([P:22]([CH:26]([CH3:28])[CH3:27])[CH:23]([CH3:25])[CH3:24])[C:4]2[C:9]([CH:1]=1)=[CH:8][CH:7]=[CH:6][CH:5]=2)([CH2:31][CH2:32][CH2:33][CH3:34])[CH2:35][CH2:36][CH2:37][CH3:38])[CH2:40][CH2:41][CH3:42]. Procedure: 100 ml of ether were placed in a round-bottomed flask containing 3.8 g (0.033 moles) of indene and the solution was cooled to −20° C. 14.4 ml of a 2.3 molar solution of butyllithium in hexane (0.033 moles) were added over 5 minutes to form a yellow solution. After removal of the cooling bath, the solution was heated to room temperature and subsequently stirred for 1.5 h. The reaction mixture was then cooled to 0° C. and 5.0 g of chlorodiisopropylphosphine (0.033 moles) were added to form a preci... Reactants: CS(=O)(=O)O, CC(=O)CC(C)C, O=c1[nH]c2cccc(Cl)c2n1CCCO, [Na+], [Na+], O=C([O-])[O-], O, O=C1NCN(c2ccccc2)C12CCNCC2. Yields the product O=C1NCN(c2ccccc2)C12CCN(CCCn1c(=O)[nH]c3cccc(Cl)c31)CC2. RXN SMILES: [CH3:1][S:2]([OH:3])(=[O:4])=[O:5].[CH3:44][CH:45]([CH3:46])[CH2:47][C:48](=[O:49])[CH3:50].[Cl:6][c:7]1[cH:8][cH:9][cH:10][c:11]2[nH:12][c:13](=[O:20])[n:14]([CH2:16][CH2:17][CH2:18][OH:19])[c:15]12.[Na+:38].[Na+:39].[O-:40][C:41](=[O:42])[O-:43].[OH2:51].[c:21]1([N:27]2[CH2:28][NH:29][C:30](=[O:37])[C:31]23[CH2:32][CH2:33][NH:34][CH2:35][CH2:36]3)[cH:22][cH:23][cH:24][cH:25][cH:26]1>>[Cl:6][c:7]1[cH:8][cH:9][cH:10][c:11]2[nH:12][c:13](=[O:20])[n:14]([CH2:16][CH2:17][CH2:18][N:34]3[CH2:33][CH2:32][C:31]4([N:27]([c:21]5[cH:22][cH:23][cH:24][cH:25][cH:26]5)[CH2:28][NH:29][C:30]4=[O:37])[CH2:36][CH2:35]3)[c:15]12. Reactants: BrC=1C=C2C(=NC1)OC(CC2)C2=CC(=C(C=C2)Cl)Cl (6-Bromo-2-(3,4-dichlorophenyl)-3,4-dihydro-2H-pyrano[2,3-b]pyridine), lithio, OO (hydrogen peroxide), C(C)(=O)OCC.CCCCCC (ethyl acetate hexane). Run in O (water). Conditions: temperature -75 celsius, time 2 hour. Yields the product ClC=1C=C(C=CC1Cl)C1CCC=2C(=NC=C(C2)O)O1 (2-(3,4-dichlorophenyl)-3,4-dihydro-6-hydroxy-2H-pyrano[2,3-b]pyridine). As a reaction SMILES: Br[C:2]1[CH:3]=[C:4]2[CH2:11][CH2:10][CH:9]([C:12]3[CH:17]=[CH:16][C:15]([Cl:18])=[C:14]([Cl:19])[CH:13]=3)[O:8][C:5]2=[N:6][CH:7]=1.OO.C(OCC)(=[O:24])C.CCCCCC>O>[Cl:19][C:14]1[CH:13]=[C:12]([CH:9]2[O:8][C:5]3=[N:6][CH:7]=[C:2]([OH:24])[CH:3]=[C:4]3[CH2:11][CH2:10]2)[CH:17]=[CH:16][C:15]=1[Cl:18] |f:2.3|. Reported procedure: 6-Bromo-2-(3,4-dichlorophenyl)-3,4-dihydro-2H-pyrano[2,3-b]pyridine (1.5 g) was converted to the corresponding lithio intermediate according to the procedure described in Example 23 and then quenched at -90° C. with 1.3 ml of tri-n-butyl borate. The resulting dark solution was stirred at -75° C. for 2 hours and then allowed to warm to 0° C. The mixture was then acidified with 3N hydrochloric acid, the organic phase was separated, and the aqueous layer was extracted with ether. The combined organ...